Dataset: the Open Reaction Database (ORD), a public repository of structured organic reaction records. Task: describe an organic reaction: reactants, conditions, products, and yield Starting materials: CC(=O)COc1c([N+](=O)[O-])ccc(Cl)c1F, CCO. Yields the product CC1COc2c(ccc(Cl)c2F)N1. As a reaction SMILES: [CH2:1]([C:2]([CH3:4])=[O:16])[O:5][c:6]1[c:7]([N+:14]([O-:3])=[O:15])[cH:8][cH:9][c:10]([Cl:13])[c:11]1[F:12].[CH3:17][CH2:18][OH:19]>>[CH2:1]1[CH:2]([CH3:4])[NH:14][c:7]2[c:6]([c:11]([F:12])[c:10]([Cl:13])[cH:9][cH:8]2)[O:5]1. Reactants: benzylmagnesiun, [Cl-] (chloride), [Cl-].[NH4+] (ammonium chloride), base, Cl (hydrochloride), C1(=CC=CC=C1)C(C1C(CCCC1)=O)N1CCCCC1 (2-(phenylpiperidin-1-ylmethyl)cyclohexanone), N (ammonia). The solvent is O (water), O1CCCC1 (tetrahydrofuran). Conditions: time 15 hour. Product: crude base, Cl.C(C1=CC=CC=C1)C1(C(CCCC1)C(N1CCCCC1)C1=CC=CC=C1)O (1-benzyl-2-(phenylpiperidin-1-ylmethyl)cyclohexanol, hydrochloride). Isolated yield 35.7%. Reaction SMILES: [ClH:1].[C:2]1([CH:8]([N:16]2[CH2:21][CH2:20][CH2:19][CH2:18][CH2:17]2)[CH:9]2[CH2:14][CH2:13][CH2:12][CH2:11][C:10]2=[O:15])[CH:7]=[CH:6][CH:5]=[CH:4][CH:3]=1.N.[Cl-].[Cl-].[NH4+]>O1CCCC1.O>[ClH:1].[CH2:8]([C:10]1([OH:15])[CH2:11][CH2:12][CH2:13][CH2:14][CH:9]1[CH:8]([C:2]1[CH:3]=[CH:4][CH:5]=[CH:6][CH:7]=1)[N:16]1[CH2:21][CH2:20][CH2:19][CH2:18][CH2:17]1)[C:2]1[CH:7]=[CH:6][CH:5]=[CH:4][CH:3]=1 |f:4.5,8.9|. Procedure details: The base was freed from 2.5 g (8.12 mmole) of the hydrochloride of 2-(phenylpiperidin-1-ylmethyl)cyclohexanone obtained according to stage 1 with 25 ml of water and 5 ml of ammonia solution (25 vol. %), extracted three times with 30 ml of ether each time, and the combined organic extracts were dried over sodium sulfate, filtered, and concentrated by evaporation on a rotary evaporator without Heating (500 to 10 mbar). 2.00 g (7.4 mmole) of this base were dissolved in 10 ml of tetrahydrofuran, add... Starting materials: [N-]=C=O (isocyanate), C(CCCCCCCCCCC)(=O)[O-].C(CCCCCCCCCCC)(=O)[O-].C(CCC)[Sn+2]CCCC (dibutyltin dilaurate), CCS (Thioethanol), azoisobutyronitrile. Solvent: C1CCOC1 (THF), C1CCOC1 (THF), C1CCOC1 (THF). Yields the product C(C(=C)C)(=O)OC (Methyl methacrylate), C(C(=C)C)(=O)OCCCC (butyl methacrylate). As a reaction SMILES: [CH3:1]CS.[N-]=[C:5]=[O:6].[C:7]([O-:20])(=[O:19])[CH2:8][CH2:9]CCCCCCCCC.[C:21]([O-:34])(=O)[CH2:22][CH2:23][CH2:24]CCCCCCCC.C([Sn+2]C[CH2:41][CH2:42][CH3:43])CCC>C1COCC1>[C:7]([O:6][CH3:5])(=[O:20])[C:8]([CH3:9])=[CH2:1].[C:7]([O:34][CH2:21][CH2:22][CH2:23][CH3:24])(=[O:19])[C:42]([CH3:41])=[CH2:43] |f:2.3.4|. Procedure details: Methyl methacrylate (2.2 mol) and butyl methacrylate (1.5 mol) are polymerized with azoisobutyronitrile (AIBN) in THF. Thioethanol (0.12 mol) is added as regulator. To this solution are added a trifunctional isocyanate (trimeric hexamethylene diisocyanate; Basonat® HB 100, BASF) (0.12 mol), dissolved in THF, and also dibutyltin dilaurate. The solution is adjusted to a solids content of 50% with THF. In line with the remaining isocyanate content, an OH-terminated polyvinylpyrrolidone (K value abo... Starting materials: CCOC(=O)C(=NOC1CC1(Br)Br)C1(C)OCCO1, CCCC[SnH](CCCC)CCCC, CC(C)(C#N)N=NC(C)(C)C#N, c1ccccc1. Product: CCOC(=O)C(=NOC1CC1)C1(C)OCCO1. RXN SMILES: [Br:1][C:2]1([Br:19])[CH:3]([O:5][N:6]=[C:7]([C:8](=[O:9])[O:10][CH2:11][CH3:12])[C:13]2([CH3:14])[O:15][CH2:16][CH2:17][O:18]2)[CH2:4]1.[CH2:20]([SnH:21]([CH2:22][CH2:23][CH2:24][CH3:25])[CH2:26][CH2:27][CH2:28][CH3:29])[CH2:30][CH2:31][CH3:32].[N:33]([C:34]([CH3:35])([CH3:36])[C:37]#[N:38])=[N:39][C:40]([CH3:41])([CH3:42])[C:43]#[N:44].[cH:45]1[cH:46][cH:47][cH:48][cH:49][cH:50]1>>[CH2:2]1[CH:3]([O:5][N:6]=[C:7]([C:8](=[O:9])[O:10][CH2:11][CH3:12])[C:13]2([CH3:14])[O:15][CH2:16][CH2:17][O:18]2)[CH2:4]1. Reactants: Br, CC(=O)O, O=C(CSC1=NCCCN1)C1(c2ccc(Cl)cc2)CCC1. Reaction SMILES: [BrH:1].[CH3:23][C:24](=[O:25])[OH:26].[Cl:2][c:3]1[cH:4][cH:5][c:6]([C:9]2([C:13]([CH2:14][S:15][C:16]3=[N:17][CH2:18][CH2:19][CH2:20][NH:21]3)=[O:22])[CH2:10][CH2:11][CH2:12]2)[cH:7][cH:8]1>>[BrH:1].[Cl:2][c:3]1[cH:4][cH:5][c:6]([C:9]2([C:13]3=[CH:14][S:15][C:16]4=[N:17][CH2:18][CH2:19][CH2:20][N:21]34)[CH2:10][CH2:11][CH2:12]2)[cH:7][cH:8]1. Product: Br, Clc1ccc(C2(C3=CSC4=NCCCN34)CCC2)cc1.